The task is: describe an organic reaction: reactants, conditions, products, and yield. This data is from the Open Reaction Database (ORD), a public repository of structured organic reaction records. Reactants: BrCCc1ccccc1, CCC(=O)N(c1ccccc1)C1CCCN(C(=O)OC(C)(C)C)C1, [K+], [K+], [Na+], O=C([O-])[O-], O=C([O-])O, O. The product is CCC(=O)N(c1ccccc1)C1CCCN(CCc2ccccc2)C1. RXN SMILES: [Br:32][CH2:33][CH2:34][c:35]1[cH:36][cH:37][cH:38][cH:39][cH:40]1.[C:1]([O:2][C:6](=[O:3])[N:8]1[CH2:9][CH:10]([N:14]([C:15]([CH2:16][CH3:17])=[O:18])[c:19]2[cH:20][cH:21][cH:22][cH:23][cH:24]2)[CH2:11][CH2:12][CH2:13]1)([CH3:4])([CH3:5])[CH3:7].[K+:25].[K+:26].[Na+:45].[O-:27][C:28]([O-:29])=[O:30].[O-:41][C:42]([OH:43])=[O:44].[OH2:31]>>[CH2:6]([N:8]1[CH2:9][CH:10]([N:14]([C:15]([CH2:16][CH3:17])=[O:18])[c:19]2[cH:20][cH:21][cH:22][cH:23][cH:24]2)[CH2:11][CH2:12][CH2:13]1)[CH2:34][c:35]1[cH:36][cH:37][cH:38][cH:39][cH:40]1.